This data is from the Open Reaction Database (ORD), a public repository of structured organic reaction records. The task is: describe an organic reaction: reactants, conditions, products, and yield The reactants are NC1CCCc2c1[nH]c1ccc(Br)cc21, O=C(Cl)c1ccccc1, CCN(C(C)C)C(C)C, ClCCl. The product is O=C(NC1CCCc2c1[nH]c1ccc(Br)cc21)c1ccccc1. RXN SMILES: [Br:1][c:2]1[cH:3][c:4]2[c:5]3[c:10]([nH:11][c:12]2[cH:13][cH:14]1)[CH:9]([NH2:15])[CH2:8][CH2:7][CH2:6]3.[C:16]([c:17]1[cH:18][cH:19][cH:20][cH:21][cH:22]1)(=[O:23])[Cl:24].[CH:25]([N:26]([CH:27]([CH3:28])[CH3:29])[CH2:30][CH3:31])([CH3:32])[CH3:33].[Cl:34][CH2:35][Cl:36]>>[Br:1][c:2]1[cH:3][c:4]2[c:5]3[c:10]([nH:11][c:12]2[cH:13][cH:14]1)[CH:9]([NH:15][C:16]([c:17]1[cH:18][cH:19][cH:20][cH:21][cH:22]1)=[O:23])[CH2:8][CH2:7][CH2:6]3. Starting materials: CCCCP(CCCC)CCCC, CCOC(=O)CCNC(=O)c1ccc(NC(c2oc3ccc(O)cc3c2C)C2CCCCC2)cc1, OCc1ccc(Cl)nc1, O=C(N=NC(=O)N1CCCCC1)N1CCCCC1, C1CCOC1. Yields the product CCOC(=O)CCNC(=O)c1ccc(NC(c2oc3ccc(OCc4ccc(Cl)nc4)cc3c2C)C2CCCCC2)cc1. RXN SMILES: [CH2:45]([P:46]([CH2:47][CH2:48][CH2:49][CH3:50])[CH2:51][CH2:52][CH2:53][CH3:54])[CH2:55][CH2:56][CH3:57].[CH:1]1([CH:7]([c:8]2[o:9][c:10]3[c:11]([c:12]2[CH3:13])[cH:14][c:15]([OH:18])[cH:16][cH:17]3)[NH:19][c:20]2[cH:21][cH:22][c:23]([C:26](=[O:27])[NH:28][CH2:29][CH2:30][C:31](=[O:32])[O:33][CH2:34][CH3:35])[cH:24][cH:25]2)[CH2:2][CH2:3][CH2:4][CH2:5][CH2:6]1.[Cl:36][c:37]1[cH:38][cH:39][c:40]([CH2:43][OH:44])[cH:41][n:42]1.[N:58]([C:59]([N:60]1[CH2:61][CH2:62][CH2:63][CH2:64][CH2:65]1)=[O:66])=[N:67][C:68]([N:69]1[CH2:70][CH2:71][CH2:72][CH2:73][CH2:74]1)=[O:75].[O:76]1[CH2:77][CH2:78][CH2:79][CH2:80]1>>[CH:1]1([CH:7]([c:8]2[o:9][c:10]3[c:11]([c:12]2[CH3:13])[cH:14][c:15]([O:18][CH2:43][c:40]2[cH:39][cH:38][c:37]([Cl:36])[n:42][cH:41]2)[cH:16][cH:17]3)[NH:19][c:20]2[cH:21][cH:22][c:23]([C:26](=[O:27])[NH:28][CH2:29][CH2:30][C:31](=[O:32])[O:33][CH2:34][CH3:35])[cH:24][cH:25]2)[CH2:2][CH2:3][CH2:4][CH2:5][CH2:6]1. Reactants: CNC (dimethylamine), IC#CCOC1=NSC(=C1C#N)S(=O)(=O)C (3-(3-iodo-2-propynyloxy)-4-cyano-5-methylsulfonylisothiazole), O (Water). Run in C(OC)COC (dimethoxyethane). Product: IC#CCOC1=NSC(=C1C#N)N(C)C (3-(3-iodo-2-propynyloxy)-4-cyano-5-dimethylaminoisothiazole). As a reaction SMILES: [I:1][C:2]#[C:3][CH2:4][O:5][C:6]1[C:10]([C:11]#[N:12])=[C:9](S(C)(=O)=O)[S:8][N:7]=1.[CH3:17][NH:18][CH3:19].O>C(COC)OC>[I:1][C:2]#[C:3][CH2:4][O:5][C:6]1[C:10]([C:11]#[N:12])=[C:9]([N:18]([CH3:19])[CH3:17])[S:8][N:7]=1. Procedure details: 3.6 Grams of 3-(3-iodo-2-propynyloxy)-4-cyano-5-methylsulfonylisothiazole was dissolved in 30 ml of dimethoxyethane, 1.5 g of dimethylamine (as 50% aqueous solution) was added at room temperature with stirring, and then the reaction solution was stirred at 50° C. for 2 hours. Water was added to precipitate crystals, which were then collected by filtration, washed with water, dried and recrystallized from ethyl acetate. Thus, 2.2 g of white crystals having a melting point of 171° to 172° C. was o... Starting materials: NCCOC1=C(C=C(C=C1)CC(=O)NC1=CC(=CC=C1)C1CCC(CC1)C(C)(C)C)OC (4-(2-aminoethoxy)-N-[3-(4-tert-butylcyclohexan-1-yl)phenyl]-3-methoxyphenylacetamide), C(=O)O (Formic acid), C(C)(=O)OC(C)=O (acetic anhydride). Run in O1CCCC1 (tetrahydrofuran). Run at temperature 60 celsius, time 2 hour. The product is C(C)(C)(C)C1CCC(CC1)C=1C=C(C=CC1)NC(CC1=CC(=C(C=C1)OCCNC=O)OC)=O (N-[3-(4-tert-butylcyclohexan-1-yl)phenyl]-4-[2-(N-formylamino)ethoxy]-3-methoxyphenylacetamide). Yield: 75.2%. RXN SMILES: [CH:1](O)=[O:2].C(OC(=O)C)(=O)C.[NH2:11][CH2:12][CH2:13][O:14][C:15]1[CH:20]=[CH:19][C:18]([CH2:21][C:22]([NH:24][C:25]2[CH:30]=[CH:29][CH:28]=[C:27]([CH:31]3[CH2:36][CH2:35][CH:34]([C:37]([CH3:40])([CH3:39])[CH3:38])[CH2:33][CH2:32]3)[CH:26]=2)=[O:23])=[CH:17][C:16]=1[O:41][CH3:42]>O1CCCC1>[C:37]([CH:34]1[CH2:33][CH2:32][CH:31]([C:27]2[CH:26]=[C:25]([NH:24][C:22](=[O:23])[CH2:21][C:18]3[CH:19]=[CH:20][C:15]([O:14][CH2:13][CH2:12][NH:11][CH:1]=[O:2])=[C:16]([O:41][CH3:42])[CH:17]=3)[CH:30]=[CH:29][CH:28]=2)[CH2:36][CH2:35]1)([CH3:38])([CH3:39])[CH3:40]. Procedure details: Formic acid (30 mg) is slowly added to acetic anhydride (75 mg), and the mixture is heated with stirring at 60° C. for 2 hours. To the mixture is added dry tetrahydrofuran (0.2 ml), and further added 4-(2-aminoethoxy)-N-[3-(4-tert-butylcyclohexan-1-yl)phenyl]-3-methoxyphenylacetamide (100 mg) obtained in Example 62 at −20° C. The mixture is stirred at room temperature for 3 hours. The solvent is evaporated under reduced pressure, and the residue is purified by silica gel column chromatography (e... Yields the product O=C1NCCn2c1cc1cc(OC3CCN(CC4CC4)CC3)cnc12. RXN SMILES: [C:32]([BH3-:33])#[N:34].[C:36](=[O:37])([OH:38])[O-:39].[CH3:28][C:29](=[O:30])[OH:31].[CH:23]1([CH:26]=[O:27])[CH2:24][CH2:25]1.[NH:1]1[CH2:2][CH2:3][CH:4]([O:7][c:8]2[cH:9][n:10][c:11]3[n:12]4[c:17]([cH:18][c:19]3[cH:20]2)[C:16](=[O:21])[NH:15][CH2:14][CH2:13]4)[CH2:5][CH2:6]1.[Na+:35].[Na+:40].[O:41]1[CH2:42][CH2:43][CH2:44][CH2:45]1.[OH2:22]>>[N:1]1([CH2:26][CH:23]2[CH2:24][CH2:25]2)[CH2:2][CH2:3][CH:4]([O:7][c:8]2[cH:9][n:10][c:11]3[n:12]4[c:17]([cH:18][c:19]3[cH:20]2)[C:16](=[O:21])[NH:15][CH2:14][CH2:13]4)[CH2:5][CH2:6]1. Starting materials: [BH3-]C#N, O=C([O-])O, CC(=O)O, O=CC1CC1, O=C1NCCn2c1cc1cc(OC3CCNCC3)cnc12, [Na+], [Na+], C1CCOC1, O. The reactants are ON=C(C(=O)OCC)C(C)=O (Ethyl 2-hydroxyimino-3-oxobutyrate), C(C)(C)I (iso-propyl iodide), C([O-])([O-])=O.[K+].[K+] (potassium carbonate). Solvent: CC(=O)C (acetone). Product: C(C)(C)ON=C(C(=O)OCC)C(C)=O (ethyl 2-iso-propoxyimino-3-oxobutyrate). Isolated yield 93.3%. As a reaction SMILES: [OH:1][N:2]=[C:3]([C:9](=[O:11])[CH3:10])[C:4]([O:6][CH2:7][CH3:8])=[O:5].[CH:12](I)([CH3:14])[CH3:13].C(=O)([O-])[O-].[K+].[K+]>CC(C)=O>[CH:12]([O:1][N:2]=[C:3]([C:9](=[O:11])[CH3:10])[C:4]([O:6][CH2:7][CH3:8])=[O:5])([CH3:14])[CH3:13] |f:2.3.4|. Procedure: Ethyl 2-hydroxyimino-3-oxobutyrate (syn isomer, 30 g.), iso-propyl iodide (32.5 g.), potassium carbonate (39.5 g.) and acetone (150 ml.) were treated in a similar manner to that of Example D-(1) to give ethyl 2-iso-propoxyimino-3-oxobutyrate (syn isomer, 35.4 g.), oil. Reactants: 1-(10,11-Oxidoundecanyl)-3,7-dimethylxanthine, C(=CCCCCCCCCC)CS(=O)(=O)[O-] (undecenylmesylate), O (water), [H-].[Na+] (Sodium hydride), N1C(=O)N(C)C=2N=CN(C)C2C1=O (theobromine). Solvent: CS(=O)C (dimethylsulfoxide). Run at time 20 minute. Product: C(CCCCCCCCC=C)N1C(=O)N(C=2N=CN(C2C1=O)C)C (1-(10-Undecenyl)-3,7-dimethylxanthine). The yield is 46.1%. RXN SMILES: [H-].[Na+].[NH:3]1[C:14](=[O:15])[C:13]2[N:11]([CH3:12])[CH:10]=[N:9][C:8]=2[N:6]([CH3:7])[C:4]1=[O:5].[CH:16]([CH2:27]S([O-])(=O)=O)=[CH:17][CH2:18][CH2:19][CH2:20][CH2:21][CH2:22][CH2:23][CH2:24][CH2:25]C.O>CS(C)=O>[CH2:25]([N:3]1[C:14](=[O:15])[C:13]2[N:11]([CH3:12])[CH:10]=[N:9][C:8]=2[N:6]([CH3:7])[C:4]1=[O:5])[CH2:24][CH2:23][CH2:22][CH2:21][CH2:20][CH2:19][CH2:18][CH2:17][CH:16]=[CH2:27] |f:0.1|. Procedure: This example illustrates a synthesis of 1-(10,11-Oxidoundecanyl)-3,7-dimethylxanthine (inventive compound no. 1594). Sodium hydride(95%) (1.26 g, 50 mmol) was added to a solution of theobromine (7.2 g, 40 mmol) in dimethylsulfoxide (300 mL). After 20 minutes of stirring, undecenylmesylate (7.95 g, 30 mmol) was added and stirred for 12 hours at room temperature. The reaction was warmed to 70°-80° C. and stirred for 4 hours. The reaction mixture was then poured into a separatory funnel containing ...